This data is from the Open Reaction Database (ORD), a public repository of structured organic reaction records. The task is: describe an organic reaction: reactants, conditions, products, and yield Reactants: C[C@H]1[C@@H](C(CC=C1)(C)C)C(C)=O (trans 1-(2,6,6-trimethyl-3-cyclohexen-1-yl)-1-ethanone), final mixture, [H+].[B-](F)(F)(F)F (HBF4), O(CC)CC (OEt2), Ru(COD)(methallyl)2. Conditions: temperature 130 celsius, time 30 minute. Procedure details: To trans 1-(2,6,6-trimethyl-3-cyclohexen-1-yl)-1-ethanone (4.52 mol; trans/cis=94/5 to 99/1, purity≧99%) stirred under nitrogen at 20° C. was added HBF4.OEt2 (4.54 mmol of HBF4) and [Ru(COD)(methallyl)2] (4.54 mmol) was added consecutively. The resulting solution was heated to 130° C. and stirred over 30 minutes at 130° C. under nitrogen. Afterwards, the resulting mixture was cooled to 20° C. and there was obtained a mixture comprising (% by weight of the final mixture, obtained by GC analysis): Yields the product CC1C(C(CC=C1)(C)C)C(C)=O (1-(2,6,6-trimethyl-3-cyclohexen-1-yl)-1-ethanone). Reaction SMILES: [CH3:1][C@@H:2]1[CH:7]=[CH:6][CH2:5][C:4]([CH3:9])([CH3:8])[C@H:3]1[C:10](=[O:12])[CH3:11].[H+].[B-](F)(F)(F)F.O(CC)CC>>[CH3:1][CH:2]1[CH:7]=[CH:6][CH2:5][C:4]([CH3:8])([CH3:9])[CH:3]1[C:10](=[O:12])[CH3:11] |f:1.2|. Reactants: C(C)(C)(C)OC(=O)N(C=1C=C(C(=O)OC)C=C(C1Cl)Br)C(=O)OC(C)(C)C (Methyl 3-(bis(tert-butoxycarbonyl)amino)-5-bromo-4-chlorobenzoate), C(=O)(C(F)(F)F)O (TFA), C(=O)(O)[O-].[Na+] (NaHCO3). Run in C(Cl)Cl (CH2Cl2), C(Cl)Cl (CH2Cl2). Conditions: time 45 minute. The product is BrC=1C=C(C(=O)OC)C=C(C1Cl)NC(=O)OC(C)(C)C (methyl 3-bromo-5-(tert-butoxycarbonylamino)-4-chlorobenzoate). The yield is 97.1%. Reaction SMILES: [C:1]([O:5][C:6]([N:8](C(OC(C)(C)C)=O)[C:9]1[CH:10]=[C:11]([CH:16]=[C:17]([Br:20])[C:18]=1[Cl:19])[C:12]([O:14][CH3:15])=[O:13])=[O:7])([CH3:4])([CH3:3])[CH3:2].C(O)(C(F)(F)F)=O.C([O-])(O)=O.[Na+]>C(Cl)Cl>[Br:20][C:17]1[CH:16]=[C:11]([CH:10]=[C:9]([NH:8][C:6]([O:5][C:1]([CH3:4])([CH3:3])[CH3:2])=[O:7])[C:18]=1[Cl:19])[C:12]([O:14][CH3:15])=[O:13] |f:2.3|. Procedure details: Methyl 3-(bis(tert-butoxycarbonyl)amino)-5-bromo-4-chlorobenzoate (3.06 g, 6.58 mmol) was dissolved in a solution of TFA (1.015 ml, 13.17 mmol) in CH2Cl2 (32.9 ml). The reaction was stirred at rt for 45 min, and then sat. NaHCO3 solution was added. The reaction mixture was diluted with a little more CH2Cl2 and washed 2× with sat. NaHCO3 to remove any residual TFA. The organic layer was dried over Na2SO4, filtered, and concentrated to provide methyl 3-bromo-5-(tert-butoxycarbonylamino)-4-chlorobe... Reactants: BrC=1C=C(C=NC1Cl)C(=O)O (5-bromo-6-chloro-3-pyridinecarboxylic acid), NCC(CO)CC (2-aminomethyl-1-butanol), N1=C(N=CC=C1)CO (2-pyrimidinemethanol), ClC1=CC=C(C=C1)B(O)O ((4-chloro-phenyl)-boronic acid). The product is ClC1=CC=C(C=C1)C=1C(=NC=C(C(=O)NCC(CC)CO)C1)OCC1=NC=CC=N1 (racemic 5-(4-chloro-phenyl)-N-(2-hydroxymethyl-butyl)-6-(pyrimidin-2-ylmethoxy)-nicotinamide). As a reaction SMILES: Br[C:2]1[CH:3]=[C:4]([C:9]([OH:11])=O)[CH:5]=[N:6][C:7]=1Cl.[N:12]1[CH:17]=[CH:16][CH:15]=[N:14][C:13]=1[CH2:18][OH:19].[Cl:20][C:21]1[CH:26]=[CH:25][C:24](B(O)O)=[CH:23][CH:22]=1.[NH2:30][CH2:31][CH:32]([CH2:35][CH3:36])[CH2:33][OH:34]>>[Cl:20][C:21]1[CH:26]=[CH:25][C:24]([C:2]2[C:7]([O:19][CH2:18][C:13]3[N:14]=[CH:15][CH:16]=[CH:17][N:12]=3)=[N:6][CH:5]=[C:4]([CH:3]=2)[C:9]([NH:30][CH2:31][CH:32]([CH2:33][OH:34])[CH2:35][CH3:36])=[O:11])=[CH:23][CH:22]=1. Procedure: The title compound was synthesized in analogy to Example 75, using 5-bromo-6-chloro-3-pyridinecarboxylic acid, 2-pyrimidinemethanol, (4-chloro-phenyl)-boronic acid and 2-aminomethyl-1-butanol as starting materials to yield racemic 5-(4-chloro-phenyl)-N-(2-hydroxymethyl-butyl)-6-(pyrimidin-2-ylmethoxy)-nicotinamide, MS (ISP) 427.2 (M+H)+. Reactants: COc1ncc(C(N)CO[Si](C)(C)C(C)(C)C)cn1, CC#N, CCN(C(C)C)C(C)C, Cc1ccc(N2CCc3ncnc(Cl)c3C2)c(C#N)c1. Product: COc1ncc(C(CO[Si](C)(C)C(C)(C)C)Nc2ncnc3c2CN(c2ccc(C)cc2C#N)CC3)cn1. RXN SMILES: [C:21]([CH3:22])([CH3:23])([CH3:24])[Si:25]([O:26][CH2:27][CH:28]([NH2:29])[c:30]1[cH:31][n:32][c:33]([O:36][CH3:37])[n:34][cH:35]1)([CH3:38])[CH3:39].[CH3:40][C:41]#[N:42].[CH:43]([N:44]([CH2:45][CH3:46])[CH:47]([CH3:48])[CH3:49])([CH3:50])[CH3:51].[Cl:1][c:2]1[c:3]2[c:4]([n:5][cH:6][n:7]1)[CH2:8][CH2:9][N:10]([c:12]1[c:13]([C:14]#[N:15])[cH:16][c:17]([CH3:20])[cH:18][cH:19]1)[CH2:11]2>>[c:2]1([NH:29][CH:28]([CH2:27][O:26][Si:25]([C:21]([CH3:22])([CH3:23])[CH3:24])([CH3:38])[CH3:39])[c:30]2[cH:31][n:32][c:33]([O:36][CH3:37])[n:34][cH:35]2)[c:3]2[c:4]([n:5][cH:6][n:7]1)[CH2:8][CH2:9][N:10]([c:12]1[c:13]([C:14]#[N:15])[cH:16][c:17]([CH3:20])[cH:18][cH:19]1)[CH2:11]2. The reactants are COC(C(C1=CC=C(C=C1)OCCOC1=CC=NC2=CC=CC=C12)=O)=O (alpha-oxo-4-[[2-(4-quinolyloxy)ethyl]oxy]benzeneacetic acid methyl ester), [OH-].[Na+] (sodium hydroxide). Run in CO (methanol), O (water). Product: O=C(C(=O)O)C1=CC=C(C=C1)OCCOC1=CC=NC2=CC=CC=C12 (alpha-oxo-4-[[2-(4-quinolyloxy)ethyl]oxy]benzeneacetic acid). The yield is 99.4%. RXN SMILES: C[O:2][C:3](=[O:26])[C:4](=[O:25])[C:5]1[CH:10]=[CH:9][C:8]([O:11][CH2:12][CH2:13][O:14][C:15]2[C:24]3[C:19](=[CH:20][CH:21]=[CH:22][CH:23]=3)[N:18]=[CH:17][CH:16]=2)=[CH:7][CH:6]=1.[OH-].[Na+]>CO.O>[O:25]=[C:4]([C:5]1[CH:6]=[CH:7][C:8]([O:11][CH2:12][CH2:13][O:14][C:15]2[C:24]3[C:19](=[CH:20][CH:21]=[CH:22][CH:23]=3)[N:18]=[CH:17][CH:16]=2)=[CH:9][CH:10]=1)[C:3]([OH:26])=[O:2] |f:1.2|. Procedure: A mixture of alpha-oxo-4-[[2-(4-quinolyloxy)ethyl]oxy]benzeneacetic acid methyl ester (0.50 g) in hot methanol (10 mL) was treated with 1N sodium hydroxide (4.0 mL) and diluted with water. The organic solvent was removed under vacuum and the residue was dissolved in water and chilled in ice. Cold 2N hydrochloric acid (2.0 mL) was added dropwise and the product was allowed to crystallize and was filtered, washed with water and dried to give 0.477 g of alpha-oxo-4-[[2-(4-quinolyloxy)ethyl]oxy]benz...